Dataset: the Open Reaction Database (ORD), a public repository of structured organic reaction records. Task: describe an organic reaction: reactants, conditions, products, and yield Starting materials: [BH4-], CCOC(=O)COc1ccc(Sc2ccc(C=O)cc2Cl)cc1C, C1CCOC1, CCO, Cl, [Na+]. RXN SMILES: [BH4-:28].[CH2:1]([CH3:2])[O:3][C:4]([CH2:5][O:6][c:7]1[c:8]([CH3:23])[cH:9][c:10]([S:13][c:14]2[c:15]([Cl:22])[cH:16][c:17]([CH:20]=[O:21])[cH:18][cH:19]2)[cH:11][cH:12]1)=[O:24].[CH2:31]1[O:32][CH2:33][CH2:34][CH2:35]1.[CH3:25][CH2:26][OH:27].[ClH:30].[Na+:29]>>[CH2:1]([CH3:2])[O:3][C:4]([CH2:5][O:6][c:7]1[c:8]([CH3:23])[cH:9][c:10]([S:13][c:14]2[c:15]([Cl:22])[cH:16][c:17]([CH2:20][OH:21])[cH:18][cH:19]2)[cH:11][cH:12]1)=[O:24]. Product: CCOC(=O)COc1ccc(Sc2ccc(CO)cc2Cl)cc1C.